From a dataset of the Open Reaction Database (ORD), a public repository of structured organic reaction records. describe an organic reaction: reactants, conditions, products, and yield Reactants: OCCSCc1ccn2ncnc(Nc3ccc(OCc4cccc(F)c4)c(Cl)c3)c12, O=C(OO)c1cccc(Cl)c1, ClC(Cl)Cl. Yields the product O=S(CCO)Cc1ccn2ncnc(Nc3ccc(OCc4cccc(F)c4)c(Cl)c3)c12. As a reaction SMILES: [Cl:12][c:13]1[cH:14][c:15]([NH:28][c:29]2[n:30][cH:31][n:32][n:33]3[c:34]2[c:35]([CH2:38][S:39][CH2:40][CH2:41][OH:42])[cH:36][cH:37]3)[cH:16][cH:17][c:18]1[O:19][CH2:20][c:21]1[cH:22][c:23]([F:27])[cH:24][cH:25][cH:26]1.[Cl:1][c:2]1[cH:3][cH:4][cH:5][c:6]([C:7]([O:8][OH:10])=[O:9])[cH:11]1.[Cl:43][CH:44]([Cl:45])[Cl:46]>>[O:9]=[S:39]([CH2:38][c:35]1[c:34]2[c:29]([NH:28][c:15]3[cH:14][c:13]([Cl:12])[c:18]([O:19][CH2:20][c:21]4[cH:22][c:23]([F:27])[cH:24][cH:25][cH:26]4)[cH:17][cH:16]3)[n:30][cH:31][n:32][n:33]2[cH:37][cH:36]1)[CH2:40][CH2:41][OH:42]. The reactants are CN(C=O)C (dimethylformamide), [Cl-].[NH4+] (ammonium chloride), C(C)(C)NC(C)C (diisopropylamine), solution, C(CCC)[Li] (n-butyl lithium), ClC=1C=NC=C(C1)Cl (3,5-dichloropyridine). Run in O1CCCC1 (tetrahydrofuran), O1CCCC1 (tetrahydrofuran), hexanes, O1CCCC1 (tetrahydrofuran). Run at time 20 minute. The product is ClC=1C=NC=C(C1C=O)Cl (3,5-dichloro-4-pyridinecarbaldehyde). Yield: 77.3%. RXN SMILES: C(NC(C)C)(C)C.C([Li])CCC.[Cl:13][C:14]1[CH:15]=[N:16][CH:17]=[C:18]([Cl:20])[CH:19]=1.CN(C)[CH:23]=[O:24].[Cl-].[NH4+]>O1CCCC1>[Cl:13][C:14]1[CH:15]=[N:16][CH:17]=[C:18]([Cl:20])[C:19]=1[CH:23]=[O:24] |f:4.5|. Procedure: Under an argon atmosphere, to a solution of diisopropylamine (33.6 ml, 0.24 mol) in tetrahydrofuran (400 ml) at -65° C. was added a 1.6 M solution of n-butyl lithium in hexanes (156 ml). After 20 minutes later, a solution of 3,5-dichloropyridine (29.6 g, 0.20 mol) in tetrahydrofuran (150 ml) was added dropwise, and the mixture was stirred for 30 minutes. Subsequently, the mixture was treated with dimethylformamide (23.2 ml, 0.30 mol) in tetrahydrofuran (50 ml), and then stirred for one hour unde... The reactants are CN1C(C(NC2=C(C1)C=C(C=C2)C(=O)NCC=2C=NC=CC2)CC(=O)OC)=O (methyl (±)-4-methyl-3-oxo-7-[[[(3-pyridinyl)methyl]amino]-carbonyl]-2,3,4,5-tetrahydro-1H-1,4-benzodiazepine-2-acetate), [OH-].[Na+] (NaOH). Run in CO (MeOH). Conditions: temperature 40 celsius, time 3 hour. Product: CN1C(C(NC2=C(C1)C=C(C=C2)C(=O)NCC=2C=NC=CC2)CC(=O)O)=O ((±)-4-Methyl-3-oxo-7-[[[(3-pyridinyl)methyl]amino]carbonyl]-2,3,4,5-tetrahydro-1H-1,4-benzodiazepine-2-acetic acid), solid. The yield is 60.0%. RXN SMILES: [CH3:1][N:2]1[CH2:8][C:7]2[CH:9]=[C:10]([C:13]([NH:15][CH2:16][C:17]3[CH:18]=[N:19][CH:20]=[CH:21][CH:22]=3)=[O:14])[CH:11]=[CH:12][C:6]=2[NH:5][CH:4]([CH2:23][C:24]([O:26]C)=[O:25])[C:3]1=[O:28].[OH-].[Na+]>CO>[CH3:1][N:2]1[CH2:8][C:7]2[CH:9]=[C:10]([C:13]([NH:15][CH2:16][C:17]3[CH:18]=[N:19][CH:20]=[CH:21][CH:22]=3)=[O:14])[CH:11]=[CH:12][C:6]=2[NH:5][CH:4]([CH2:23][C:24]([OH:26])=[O:25])[C:3]1=[O:28] |f:1.2|. Reported procedure: A mixture of methyl (±)-4-methyl-3-oxo-7-[[[(3-pyridinyl)methyl]amino]-carbonyl]-2,3,4,5-tetrahydro-1H-1,4-benzodiazepine-2-acetate (161.7 mg, 0.42 mmol), 1.0 N NaOH (1.3 mL, 1.3 mmol), and MeOH (4.2 mL) was stirred at 40° C. for 3 h, then at RT overnight The resulting solution was concentrated, and the residue was dissolved in H2O and CH3CN. The solution was acidified to pH 1 with TFA and was concentrated. The residue was crystallized from H2O to afford the title compound as an off-white, cryst...